From a dataset of the Open Reaction Database (ORD), a public repository of structured organic reaction records. describe an organic reaction: reactants, conditions, products, and yield Starting materials: C(C)OC(CC(C(C)=O)C(C)=O)=O (3-acetyl-4-oxo-pentanoic acid ethyl ester), C(C=C)(=O)OCC (ethyl acrylate), C(C)(=O)O (acetic acid). The reagents and catalysts are N12CCCCCC2=NCCC1 (1,8-diazabicyclo-[5.4.0]-undec-7-ene). Solvent: C(C)OCC (diethyl ether). Reaction conditions: time 24 hour. The product is C(C)OC(CC(CCC(=O)OCC)(C(C)=O)C(C)=O)=O (3,3-diacetyl-hexanedioic acid diethyl ester). Yield: 81.2%. As a reaction SMILES: [CH2:1]([O:3][C:4](=[O:13])[CH2:5][CH:6]([C:10](=[O:12])[CH3:11])[C:7](=[O:9])[CH3:8])[CH3:2].[C:14]([O:18][CH2:19][CH3:20])(=[O:17])[CH:15]=[CH2:16].C(O)(=O)C>N12CCCN=C1CCCCC2.C(OCC)C>[CH2:1]([O:3][C:4](=[O:13])[CH2:5][C:6]([C:7](=[O:9])[CH3:8])([C:10](=[O:12])[CH3:11])[CH2:16][CH2:15][C:14]([O:18][CH2:19][CH3:20])=[O:17])[CH3:2]. Procedure details: 37 g of 3-acetyl-4-oxo-pentanoic acid ethyl ester, synthesized according to the procedure given in Example 15, and 0.3 g of 1,8-diazabicyclo-[5.4.0]-undec-7-ene were mixed, and 30 g of ethyl acrylate was added dropwise over 30 minutes. After stirring for 24 hours, the base was neutralized by adding acetic acid. 80 ml of diethyl ether was added, and the mixture was extracted with 60 ml of an aqueous sodium carbonate solution and 150 ml of water. Fractional distillation of the water-free organic l...